The task is: describe an organic reaction: reactants, conditions, products, and yield. This data is from the Open Reaction Database (ORD), a public repository of structured organic reaction records. Starting materials: ClC1=C(C(=O)NN)C(=CC=C1)C (2-chloro-6-methylbenzohydrazide), N1=CC(=CC2=CC=CC=C12)C#CC1=CC=CC(=N1)C(=O)O (6-[(quinolin-3-yl)ethynyl]pyridine-2-carboxylic acid), Cl.CN(CCCN=C=NCC)C (N-(3-dimethylaminopropyl)-N′-ethylcarbodiimide hydrochloride), ON1N=NC2=C1C=CC=C2 (1-hydroxybenzotriazole). The solvent is CN(C=O)C (N,N-dimethylformamide). Run at time 1 hour. The product is ClC1=C(C(=O)NNC(=O)C2=NC(=CC=C2)C#CC=2C=NC3=CC=CC=C3C2)C(=CC=C1)C (N′-(2-Chloro-6-methylbenzoyl)-6-[2-(3-quinolyl)ethynyl]pyridine-2-carboxylic acid hydrazide). As a reaction SMILES: [N:1]1[C:10]2[C:5](=[CH:6][CH:7]=[CH:8][CH:9]=2)[CH:4]=[C:3]([C:11]#[C:12][C:13]2[N:18]=[C:17]([C:19]([OH:21])=O)[CH:16]=[CH:15][CH:14]=2)[CH:2]=1.Cl.CN(C)CCCN=C=NCC.ON1C2C=CC=CC=2N=N1.[Cl:44][C:45]1[CH:54]=[CH:53][CH:52]=[C:51]([CH3:55])[C:46]=1[C:47]([NH:49][NH2:50])=[O:48]>CN(C)C=O>[Cl:44][C:45]1[CH:54]=[CH:53][CH:52]=[C:51]([CH3:55])[C:46]=1[C:47]([NH:49][NH:50][C:19]([C:17]1[CH:16]=[CH:15][CH:14]=[C:13]([C:12]#[C:11][C:3]2[CH:2]=[N:1][C:10]3[C:5]([CH:4]=2)=[CH:6][CH:7]=[CH:8][CH:9]=3)[N:18]=1)=[O:21])=[O:48] |f:1.2|. Reported procedure: A mixture of 6-[(quinolin-3-yl)ethynyl]pyridine-2-carboxylic acid (0.05 g, 0.2 mmol), N-(3-dimethylaminopropyl)-N′-ethylcarbodiimide hydrochloride (0.04 g, 0.2 mmol) and 1-hydroxybenzotriazole (0.03 g, 0.2 mmol) in N,N-dimethylformamide (10 ml) was stirred at ambient temperature for 1 hr. 2-chloro-6-methylbenzohydrazide (0.03 g, 0.2 mmol) was added and the mixture stirred for 12 hrs at ambient temperature. Concentration and trituration of the residue with water produced a solid which was filtere... RXN SMILES: [Br:1][C:2]1[C:11]2[C:6](=[CH:7][CH:8]=[CH:9][CH:10]=2)[CH:5]=[CH:4][C:3]=1[CH2:12]Br.[C-:14]#[N:15].[K+]>[Cl-].C([N+](CC)(CC)CC)C1C=CC=CC=1.C(Cl)Cl.O>[Br:1][C:2]1[C:11]2[C:6](=[CH:7][CH:8]=[CH:9][CH:10]=2)[CH:5]=[CH:4][C:3]=1[CH2:12][C:14]#[N:15] |f:1.2,3.4|. The solvent is O (water), C(Cl)Cl (methylene chloride), C(Cl)Cl (methylene chloride), O (water). Reaction conditions: time 72 hour. The reagents and catalysts are [Cl-].C(C1=CC=CC=C1)[N+](CC)(CC)CC (benzyl triethylammonium chloride). Reported procedure: A mixture of 99 parts of 1-bromo-2-(bromomethyl)naphthalene, 103 parts of potassium cyanide and 1 part of benzyl triethylammonium chloride in 150 parts by volume of methylene chloride and 30 parts by volume of water is stirred at room temperature for about 72 hours. The mixture is then diluted with additional quantities of methylene chloride and water, the organic layer separated, dried over calcium sulfate, and concentrated to give α-(1-bromo-2-naphthyl)acetonitrile, as a solid. The product is BrC1=C(C=CC2=CC=CC=C12)CC#N (α-(1-bromo-2-naphthyl)acetonitrile). The reactants are 99, BrC1=C(C=CC2=CC=CC=C12)CBr (1-bromo-2-(bromomethyl)naphthalene), [C-]#N.[K+] (potassium cyanide). Reaction SMILES: [CH2:1]([CH:2]=[CH2:3])[Br:4].[F:5][c:6]1[c:7](=[S:13])[nH:8][c:9](=[O:12])[nH:10][cH:11]1.[Na+:15].[OH-:14].[OH2:16]>>[CH2:1]([CH:2]=[CH2:3])[S:13][c:7]1[c:6]([F:5])[cH:11][nH:10][c:9](=[O:12])[n:8]1. Product: C=CCSc1nc(=O)[nH]cc1F. Starting materials: C=CCBr, O=c1[nH]cc(F)c(=S)[nH]1, [Na+], [OH-], O. Starting materials: CCc1[nH]c(C(=O)O)nc1Cl, ClCCl, COC(=O)c1cc(N2CCC(N)C(OC)C2)ccc1OC, On1nnc2ccccc21. Product: CCc1[nH]c(C(=O)NC2CCN(c3ccc(OC)c(C(=O)OC)c3)CC2OC)nc1Cl. RXN SMILES: [Cl:22][c:23]1[n:24][c:25]([C:30](=[O:31])[OH:32])[nH:26][c:27]1[CH2:28][CH3:29].[Cl:43][CH2:44][Cl:45].[NH2:1][CH:2]1[CH:3]([O:20][CH3:21])[CH2:4][N:5]([c:8]2[cH:9][cH:10][c:11]([O:18][CH3:19])[c:12]([C:13](=[O:14])[O:15][CH3:16])[cH:17]2)[CH2:6][CH2:7]1.[OH:33][n:34]1[c:35]2[c:36]([cH:37][cH:38][cH:39][cH:40]2)[n:41][n:42]1>>[NH:1]([CH:2]1[CH:3]([O:20][CH3:21])[CH2:4][N:5]([c:8]2[cH:9][cH:10][c:11]([O:18][CH3:19])[c:12]([C:13](=[O:14])[O:15][CH3:16])[cH:17]2)[CH2:6][CH2:7]1)[C:30]([c:25]1[n:24][c:23]([Cl:22])[c:27]([CH2:28][CH3:29])[nH:26]1)=[O:31]. Reactants: O (water), O=C1C=2C=CN(C2CCC1)CC(CO)O (4-oxo-4,5,6,7-tetrahydro-1-N-(β,γ-dihydroxypropyl)-indole). The reagents and catalysts are [Pd] (palladium on carbon). Solvent: COCCOCCOC (diglyme), COCCOCCOC (diglyme). Yields the product OC1=C2C=CN(C2=CC=C1)CC(CO)O (4-hydroxy-1-N-(β,γ-dihydroxypropyl)indole). Isolated yield 45.1%. Reaction SMILES: O.[O:2]=[C:3]1[CH2:11][CH2:10][CH2:9][C:8]2[N:7]([CH2:12][CH:13]([OH:16])[CH2:14][OH:15])[CH:6]=[CH:5][C:4]1=2>[Pd].COCCOCCOC>[OH:2][C:3]1[CH:11]=[CH:10][CH:9]=[C:8]2[C:4]=1[CH:5]=[CH:6][N:7]2[CH2:12][CH:13]([OH:16])[CH2:14][OH:15]. Reported procedure: 3.8 g of palladium on carbon at 5% by weight and containing 50% of water were introduced into a solution of 9.4 g of 4-oxo-4,5,6,7-tetrahydro-1-N-(β,γ-dihydroxypropyl)-indole, obtained in the preceding stage, in 50 cm3 of diglyme. The temperature of the reaction medium was raised to the reflux temperature of diglyme and the water was distilled off by azeotropy. After 23 hours of reaction, the catalyst was filtered off on celite and then the diglyme was evaporated off under vacuum. The crude prod... The reactants are C(C)[Mg]Br (ethylmagnesium bromide), Cl[SiH]1CCC(CC1)CCCC[C@@H]1CC[C@H](CC1)C1=CC(=C(C=C1)OC(F)F)F (1-chloro-4-(4-(trans-4-(3-fluoro-4-difluoromethoxyphenyl)cyclohexyl)butyl)-1-silacyclohexane), resultant product. Solvent: C1CCOC1 (THF), C1CCOC1 (THF). The product is FC=1C=C(C=CC1OC(F)F)[C@@H]1CC[C@H](CC1)CCCC[C@@H]1CC[Si@H](CC1)CC (trans-4-(4-(trans-4-(3-fluoro-4-difluoromethoxyphenyl)cyclohexyl)butyl)-1-ethyl-1-silacyclohexane). Isolated yield 87.0%. RXN SMILES: [CH2:1]([Mg]Br)[CH3:2].Cl[SiH:6]1[CH2:11][CH2:10][CH:9]([CH2:12][CH2:13][CH2:14][CH2:15][C@H:16]2[CH2:21][CH2:20][C@H:19]([C:22]3[CH:27]=[CH:26][C:25]([O:28][CH:29]([F:31])[F:30])=[C:24]([F:32])[CH:23]=3)[CH2:18][CH2:17]2)[CH2:8][CH2:7]1>C1COCC1>[F:32][C:24]1[CH:23]=[C:22]([C@H:19]2[CH2:20][CH2:21][C@H:16]([CH2:15][CH2:14][CH2:13][CH2:12][C@H:9]3[CH2:8][CH2:7][Si@H:6]([CH2:1][CH3:2])[CH2:11][CH2:10]3)[CH2:17][CH2:18]2)[CH:27]=[CH:26][C:25]=1[O:28][CH:29]([F:30])[F:31]. Procedure details: 130 ml (0.13 moles) of a THF solution of 1M of ethylmagnesium bromide was dropped in a mixed solution of 43.3 g (10 mmols) of 1-chloro-4-(4-(trans-4-(3-fluoro-4-difluoromethoxyphenyl)cyclohexyl)butyl)-1-silacyclohexane and 30 ml of THF. The resultant product was found to be a mixture of trans and cis isomers with respect to the silacyclohexane ring. The product was subjected to ordinary aftertreatments, followed by isolation through chromatography to obtain 42.7 g (yield: 87%) of the intended tr... The reactants are O=C1OC(=O)c2c(Br)c(Br)c(Br)c(Br)c21, Cc1ccccc1, CC(C)OC(=O)c1cc(N)ccc1Cl. Yields the product CC(C)OC(=O)c1cc(NC(=O)c2c(Br)c(Br)c(Br)c(Br)c2C(=O)O)ccc1Cl. Reaction SMILES: [Br:1][c:2]1[c:3]([Br:15])[c:4]([Br:14])[c:5]([Br:13])[c:6]2[c:7]1[C:8](=[O:9])[O:10][C:11]2=[O:12].[CH3:30][c:31]1[cH:32][cH:33][cH:34][cH:35][cH:36]1.[NH2:16][c:17]1[cH:18][cH:19][c:20]([Cl:29])[c:21]([C:22](=[O:23])[O:24][CH:25]([CH3:26])[CH3:27])[cH:28]1>>[Br:1][c:2]1[c:3]([Br:15])[c:4]([Br:14])[c:5]([Br:13])[c:6]([C:11]([OH:10])=[O:12])[c:7]1[C:8](=[O:9])[NH:16][c:17]1[cH:18][cH:19][c:20]([Cl:29])[c:21]([C:22](=[O:23])[O:24][CH:25]([CH3:26])[CH3:27])[cH:28]1. Starting materials: O=[N+]([O-])c1ccc(Br)nc1C(F)(F)F, CC1CCCN1, [K+], [K+], O=C([O-])[O-], O, Cc1ccc(S(=O)(=O)O)cc1. The product is CC1CCCN1c1ccc([N+](=O)[O-])c(C(F)(F)F)n1. As a reaction SMILES: [Br:1][c:2]1[cH:3][cH:4][c:5]([N+:12](=[O:13])[O-:14])[c:6]([C:8]([F:9])([F:10])[F:11])[n:7]1.[CH3:26][CH:27]1[NH:28][CH2:29][CH2:30][CH2:31]1.[K+:32].[K+:33].[O-:34][C:35]([O-:36])=[O:37].[OH2:38].[OH:15][S:16]([c:17]1[cH:18][cH:19][c:20]([CH3:21])[cH:22][cH:23]1)(=[O:24])=[O:25]>>[c:2]1([N:28]2[CH:27]([CH3:26])[CH2:31][CH2:30][CH2:29]2)[cH:3][cH:4][c:5]([N+:12](=[O:13])[O-:14])[c:6]([C:8]([F:9])([F:10])[F:11])[n:7]1.